This data is from the Open Reaction Database (ORD), a public repository of structured organic reaction records. The task is: describe an organic reaction: reactants, conditions, products, and yield Starting materials: CN1CCN(C)C1=O, CS(=O)(=O)O, Nc1ccccc1N, O, O=C(NCc1ccc(C(=O)O)cc1)OCc1cccnc1. Product: Nc1ccccc1NC(=O)c1ccc(CNC(=O)OCc2cccnc2)cc1. As a reaction SMILES: [CH3:1][N:2]1[CH2:3][CH2:4][N:5]([CH3:6])[C:7]1=[O:8].[CH3:38][S:39](=[O:40])(=[O:41])[OH:42].[NH2:30][c:31]1[cH:32][cH:33][cH:34][cH:35][c:36]1[NH2:37].[OH2:43].[n:9]1[cH:10][c:11]([CH2:15][O:16][C:17](=[O:18])[NH:19][CH2:20][c:21]2[cH:22][cH:23][c:24]([C:25](=[O:26])[OH:27])[cH:28][cH:29]2)[cH:12][cH:13][cH:14]1>>[n:9]1[cH:10][c:11]([CH2:15][O:16][C:17](=[O:18])[NH:19][CH2:20][c:21]2[cH:22][cH:23][c:24]([C:25](=[O:27])[NH:37][c:36]3[c:31]([NH2:30])[cH:32][cH:33][cH:34][cH:35]3)[cH:28][cH:29]2)[cH:12][cH:13][cH:14]1. The reactants are CN=C=S, CN(C)C=O, [Cl-], CC(C)c1nc(CO)n(C)c1Sc1cc(Cl)cc(Cl)c1, [H-], [NH4+], [Na+], C1CCOC1. Product: CNC(=S)OCc1nc(C(C)C)c(Sc2cc(Cl)cc(Cl)c2)n1C. As a reaction SMILES: [CH3:23][N:24]=[C:25]=[S:26].[CH3:29][N:30]([CH3:31])[CH:32]=[O:33].[Cl-:27].[Cl:1][c:2]1[cH:3][c:4]([S:9][c:10]2[c:11]([CH:18]([CH3:19])[CH3:20])[n:12][c:13]([CH2:16][OH:17])[n:14]2[CH3:15])[cH:5][c:6]([Cl:8])[cH:7]1.[H-:21].[NH4+:28].[Na+:22].[O:34]1[CH2:35][CH2:36][CH2:37][CH2:38]1>>[Cl:1][c:2]1[cH:3][c:4]([S:9][c:10]2[c:11]([CH:18]([CH3:19])[CH3:20])[n:12][c:13]([CH2:16][O:17][C:25]([NH:24][CH3:23])=[S:26])[n:14]2[CH3:15])[cH:5][c:6]([Cl:8])[cH:7]1. Reactants: [N+](=O)([O-])C1=CC=C(C=2C=NSC21)O (7-nitro-4-hydroxy-1,2-benzisothiazole), C(C1=CC=CC=C1)Br (benzyl bromide), C([O-])([O-])=O.[K+].[K+] (potassium carbonate). Solvent: CC(=O)C (acetone). Yields the product [N+](=O)([O-])C1=CC=C(C=2C=NSC21)OCC2=CC=CC=C2 (7-nitro-4-benzyloxy-1,2-benzisothiazole). Yield: 68.5%. RXN SMILES: [N+:1]([C:4]1[C:12]2[S:11][N:10]=[CH:9][C:8]=2[C:7]([OH:13])=[CH:6][CH:5]=1)([O-:3])=[O:2].[CH2:14](Br)[C:15]1[CH:20]=[CH:19][CH:18]=[CH:17][CH:16]=1.C(=O)([O-])[O-].[K+].[K+]>CC(C)=O>[N+:1]([C:4]1[C:12]2[S:11][N:10]=[CH:9][C:8]=2[C:7]([O:13][CH2:14][C:15]2[CH:20]=[CH:19][CH:18]=[CH:17][CH:16]=2)=[CH:6][CH:5]=1)([O-:3])=[O:2] |f:2.3.4|. Procedure details: 200 g of 7-nitro-4-hydroxy-1,2-benzisothiazole, 260 g of benzyl bromide and 210 g of potassium carbonate in 2.5 l of acetone are refluxed for 12 hours. The entire mixture is then concentrated to one liter under reduced pressure, the residue is poured into a threefold amount of water and the batch is repeatedly extracted with methylene chloride. The combined organic phases are dried over magnesium sulfate and freed from solvent under reduced pressure. The crude product is recrystallized from a mi...